The task is: describe an organic reaction: reactants, conditions, products, and yield. This data is from the Open Reaction Database (ORD), a public repository of structured organic reaction records. Reactants: COC(C1=C(C(=CC(=C1)Cl)Cl)N)=O (2-amino-3,5-dichlorobenzoic acid methyl ester), C(C)(C)(C)N (tert-butylamine). Run in CO (methanol). Conditions: temperature 64 celsius. Yields the product C(C)(C)(C)NC(C1=C(C(=CC(=C1)Cl)Cl)N)=O (N-tert-butyl-2-amino-3,5-dichlorobenzamide). Yield: 90.0%. RXN SMILES: CO[C:3](=[O:13])[C:4]1[CH:9]=[C:8]([Cl:10])[CH:7]=[C:6]([Cl:11])[C:5]=1[NH2:12].[C:14]([NH2:18])([CH3:17])([CH3:16])[CH3:15]>CO>[C:14]([NH:18][C:3](=[O:13])[C:4]1[CH:9]=[C:8]([Cl:10])[CH:7]=[C:6]([Cl:11])[C:5]=1[NH2:12])([CH3:17])([CH3:16])[CH3:15]. Reported procedure: To a 100 mL round-bottom flask, 0.1 mol of 2-amino-3,5-dichlorobenzoic acid methyl ester having a structure as shown in VIII-1, 100 mL of methanol, and 0.4 mol of tert-butylamine were added, heated to 64° C. and reacted for 5 hours, after treatment 23.5 grams of N-tert-butyl-2-amino-3,5-dichlorobenzamide having a structural formula of III-1 was obtained, and the yield was 90.4%; Starting materials: C1CCOC1, CO, Cl, [Li+], [OH-], O, COC(=O)Cc1ccc(CC(=O)OC)cc1. Product: COC(=O)Cc1ccc(CC(=O)O)cc1. RXN SMILES: [CH2:19]1[O:20][CH2:21][CH2:22][CH2:23]1.[CH3:26][OH:27].[ClH:24].[Li+:1].[OH-:2].[OH2:25].[c:3]1([CH2:14][C:15](=[O:16])[O:17][CH3:18])[cH:4][cH:5][c:6]([CH2:9][C:10](=[O:11])[O:12][CH3:13])[cH:7][cH:8]1>>[c:3]1([CH2:14][C:15](=[O:16])[OH:17])[cH:4][cH:5][c:6]([CH2:9][C:10](=[O:11])[O:12][CH3:13])[cH:7][cH:8]1. The reactants are CNCCN(C)C, CC1Cc2ccc(-c3ccc(C(=O)O)nc3)cc2CN1c1cc(N2CCN(C)CC2)nc(N)n1. The product is CC1Cc2ccc(-c3ccc(C(=O)N(C)CCN(C)C)nc3)cc2CN1c1cc(N2CCN(C)CC2)nc(N)n1. Reaction SMILES: [CH3:35][N:36]([CH2:37][CH2:38][NH:39][CH3:40])[CH3:41].[NH2:1][c:2]1[n:3][c:4]([N:28]2[CH2:29][CH2:30][N:31]([CH3:34])[CH2:32][CH2:33]2)[cH:5][c:6]([N:8]2[CH2:9][c:10]3[cH:11][c:12](-[c:19]4[cH:20][cH:21][c:22]([C:25](=[O:26])[OH:27])[n:23][cH:24]4)[cH:13][cH:14][c:15]3[CH2:16][CH:17]2[CH3:18])[n:7]1>>[NH2:1][c:2]1[n:3][c:4]([N:28]2[CH2:29][CH2:30][N:31]([CH3:34])[CH2:32][CH2:33]2)[cH:5][c:6]([N:8]2[CH2:9][c:10]3[cH:11][c:12](-[c:19]4[cH:20][cH:21][c:22]([C:25](=[O:26])[N:39]([CH2:38][CH2:37][N:36]([CH3:35])[CH3:41])[CH3:40])[n:23][cH:24]4)[cH:13][cH:14][c:15]3[CH2:16][CH:17]2[CH3:18])[n:7]1.